This data is from the Open Reaction Database (ORD), a public repository of structured organic reaction records. The task is: describe an organic reaction: reactants, conditions, products, and yield Reactants: FC(C(=O)O)(F)F (Trifluoroacetic acid), C(#N)C=1NC(N(C1)C1CCN(CC1)C(=O)OC(C)(C)C)=O (tert-butyl 4-(4-cyano-2-oxo-2,3-dihydro-1H-imidazol-1-yl)piperidine-1-carboxylate). The solvent is ClCCl (dichloromethane). Run at time 20 minute. The product is O=C1N(C=C(N1)C#N)C1CCNCC1 (2-Oxo-1-piperidin-4-yl-2,3-dihydro-1H-imidazole-4-carbonitrile). Reaction SMILES: FC(F)(F)C(O)=O.[C:8]([C:10]1[NH:11][C:12](=[O:28])[N:13]([CH:15]2[CH2:20][CH2:19][N:18](C(OC(C)(C)C)=O)[CH2:17][CH2:16]2)[CH:14]=1)#[N:9]>ClCCl>[O:28]=[C:12]1[NH:11][C:10]([C:8]#[N:9])=[CH:14][N:13]1[CH:15]1[CH2:20][CH2:19][NH:18][CH2:17][CH2:16]1. Procedure details: Trifluoroacetic acid (4 mL) was added to a solution of tert-butyl 4-(4-cyano-2-oxo-2,3-dihydro-1H-imidazol-1-yl)piperidine-1-carboxylate (25 mg, 0.086 mmol) in dichloromethane (6 mL). After 20 min, the reaction was concentrated to give the title compound. MS 193.3 (M+1) Reaction SMILES: [CH2:1]([CH:3]1[CH:20]([OH:21])[CH:19]([CH3:22])[CH:18]=[C:17]([CH3:23])[CH:16]=[C:15]([O:24][CH3:25])[C:14](=[O:26])[O:13][CH:12]([CH:27]([CH:29]([OH:48])[CH:30]([CH3:47])/[C:31](=[N:41]\[O:42][CH2:43][C:44](O)=[O:45])/[CH:32]=[CH:33]/[CH:34]([CH3:40])[CH:35]([OH:39])/[CH:36]=[CH:37]/[CH3:38])[CH3:28])[CH:11]([O:49][CH3:50])[CH:10]=[CH:9][CH:8]=[C:7]([CH3:51])[CH2:6][CH:5]([CH3:52])[CH:4]1[OH:53])[CH3:2].C1C=CC2N(O)N=NC=2C=1.[CH3:64][N:65]1[CH2:70][CH2:69][NH:68][CH2:67][CH2:66]1.O>ClCCl>[OH:48][CH:29]([CH:30]([CH3:47])/[C:31](=[N:41]\[O:42][CH2:43][C:44]([N:68]1[CH2:69][CH2:70][N:65]([CH3:64])[CH2:66][CH2:67]1)=[O:45])/[CH:32]=[CH:33]/[CH:34]([CH3:40])[CH:35]([OH:39])/[CH:36]=[CH:37]/[CH3:38])[CH:27]([CH:12]1[O:13][C:14](=[O:26])[C:15]([O:24][CH3:25])=[CH:16][C:17]([CH3:23])=[CH:18][CH:19]([CH3:22])[CH:20]([OH:21])[CH:3]([CH2:1][CH3:2])[CH:4]([OH:53])[CH:5]([CH3:52])[CH2:6][C:7]([CH3:51])=[CH:8][CH:9]=[CH:10][CH:11]1[O:49][CH3:50])[CH3:28]. Run in ClCCl (dichloromethane). Reaction conditions: time 20 minute. Product: OC(C(C)C1C(/C=C/C=C(/CC(C(C(C(C(/C=C(/C=C(/C(O1)=O)\OC)\C)C)O)CC)O)C)\C)OC)C(\C(\C=C\C(C(\C=C\C)O)C)=N/OCC(=O)N1CCN(CC1)C)C ((3Z,5E,13E,15E)-18-((5Z,6E,10E)-3,9-Dihydroxy-4,8-dimethyl-5-(2-(4-methyl piperazin-1-yl)-2-oxoethoxyimino)dodeca-6,10-dien-2-yl)-9-ethyl-8,10-dihydroxy-3,17-dimethoxy-5,7,11,13-tetramethyloxacyclooctadeca-3,5,13,15-tetraen-2-one). Procedure details: To a solution of compound of example 10 (10 mg) in dichloromethane (2 mL) dicyclohexylcarbodiimide (3 mg), and HOBt (2 mg) were added. After 20 min, N-methyl-piperazine (1.5 mg) was added. The reaction mixture was stirred for 18 h under nitrogen atmosphere. Cold water was added to the reaction mixture, the organic layer was separated. The reaction mixture was extracted with dichloromethane (3×5 mL). The combined organic layer was washed with water (2×5 mL). The organic layer was dried over sodiu... Starting materials: C(C)C1C(C(C/C(=C/C=C/C(C(OC(/C(=C/C(=C/C(C1O)C)/C)/OC)=O)C(C)C(C(\C(\C=C\C(C(\C=C\C)O)C)=N/OCC(=O)O)C)O)OC)/C)C)O (((Z)-((6E,10E)-2-((4E,6E,14E,16Z)-11-Ethyl-10,12-dihydroxy-3,17-dimethoxy-7,9,13,15-tetramethyl-18-oxooxacyclooctadeca-4,6,14,16-tetraen-2-yl)-3,9-dihydroxy-4,8-dimethyl dodeca-6,10-dien-5-ylidene)aminooxy)acetic acid), C=1C=CC2=C(C1)N=NN2O (HOBt), O (water), CN1CCNCC1 (N-methyl-piperazine). Reactants: C1(CCCCC1)C1=C(C=CC=C1C(C)=O)C=O (2-Cyclohexyl-1-Oxoethylbenzenecarboxaldehyde), [H-].C(C)(C)(C)O[Al](OC(C)(C)C)OC(C)(C)C.[Li+] (lithium tri-tert-butoxy aluminum hydride), C1CCOC1 (THF). The product is C1(CCCC1)CC(=O)C1=CC=C(C=C1)CO (2-Cyclopentyl-1-[4-(Hydroxymethyl)Phenyl]Ethanone). The yield is 90.0%. As a reaction SMILES: [CH:1]1([C:7]2[C:12](C(=O)C)=[CH:11][CH:10]=[CH:9][C:8]=2[CH:16]=O)[CH2:6][CH2:5][CH2:4][CH2:3][CH2:2]1.[H-].[C:19]([O:23][Al](OC(C)(C)C)OC(C)(C)C)(C)(C)C.[Li+].C1C[O:39]CC1>>[CH:11]1([CH2:12][C:7]([C:1]2[CH:2]=[CH:3][C:4]([CH2:19][OH:23])=[CH:5][CH:6]=2)=[O:39])[CH2:10][CH2:9][CH2:8][CH2:16]1 |f:1.2.3|. Reported procedure: Following the procedure of Example F, the product of Example K 2.5 g (0.011mole) was reduced in 35 mls of THF containing 3.5 g of lithium tri-tert-butoxy aluminum hydride to give 2.25 g of the title compound (90% yield). Starting materials: COC(=O)C=1SC(=CC1C(F)(F)F)C(OCC)OCC (5-Diethoxymethyl-3-trifluoromethyl-thiophene-2-carboxylic acid methyl ester), C(=O)O (formic acid). The solvent is O1CCOCC1 (dioxane). Conditions: temperature 0 celsius, time 5 minute. Yields the product COC(=O)C=1SC(=CC1C(F)(F)F)C=O (5-Formyl-3-trifluoromethyl-thiophene-2-carboxylic acid methyl ester). Yield: 98.8%. Reaction SMILES: [CH3:1][O:2][C:3]([C:5]1[S:6][C:7]([CH:14](OCC)[O:15]CC)=[CH:8][C:9]=1[C:10]([F:13])([F:12])[F:11])=[O:4].C(O)=O>O1CCOCC1>[CH3:1][O:2][C:3]([C:5]1[S:6][C:7]([CH:14]=[O:15])=[CH:8][C:9]=1[C:10]([F:11])([F:12])[F:13])=[O:4]. Reported procedure: A solution of 5-Diethoxymethyl-3-trifluoromethyl-thiophene-2-carboxylic acid methyl ester (2.72 g, 8.71 mmol) in dioxane (20 ml) was cooled to 0° C. (ice bath). 88% formic acid (25 ml) was added in one portion and the mixture was stirred at 0° C. for 5 min and then at rt for 60 min The reaction mixture was quenched by pouring into EtOAc. The organic layer was washed with water, dried over Na2SO4 and concentrated under reduced pressure to afford the desired product (2.05 g, 99% yield). Starting materials: [Al+3], O=C([O-])C(O)C(O)C(=O)[O-], C1CCOC1, CCCN(CCC)CCCCc1nc2ccc(C(=O)OC)cc2n1Cc1ccccc1, CC(C)=O, CCOC(C)=O, [H-], [H-], [H-], [H-], [K+], [Li+], [Na+]. The product is CCCN(CCC)CCCCc1nc2ccc(C=O)cc2n1Cc1ccccc1. Reaction SMILES: [Al+3:33].[C:42]([CH:43]([CH:44]([C:45]([O-:46])=[O:47])[OH:48])[OH:49])([O-:50])=[O:51].[CH2:54]1[O:55][CH2:56][CH2:57][CH2:58]1.[CH3:1][O:2][C:3](=[O:4])[c:5]1[cH:6][c:7]2[c:8]([n:9][c:10]([CH2:19][CH2:20][CH2:21][CH2:22][N:23]([CH2:24][CH2:25][CH3:26])[CH2:27][CH2:28][CH3:29])[n:11]2[CH2:12][c:13]2[cH:14][cH:15][cH:16][cH:17][cH:18]2)[cH:30][cH:31]1.[CH3:38][C:39](=[O:40])[CH3:41].[CH3:59][CH2:60][O:61][C:62](=[O:63])[CH3:64].[H-:32].[H-:35].[H-:36].[H-:37].[K+:52].[Li+:34].[Na+:53]>>[O:2]=[CH:3][c:5]1[cH:6][c:7]2[c:8]([n:9][c:10]([CH2:19][CH2:20][CH2:21][CH2:22][N:23]([CH2:24][CH2:25][CH3:26])[CH2:27][CH2:28][CH3:29])[n:11]2[CH2:12][c:13]2[cH:14][cH:15][cH:16][cH:17][cH:18]2)[cH:30][cH:31]1.